From a dataset of the Open Reaction Database (ORD), a public repository of structured organic reaction records. describe an organic reaction: reactants, conditions, products, and yield The reactants are C(C)(=O)[O-] (acetate), NC1=NC(=C2N=CN(C2=N1)CC1=C(C(=C(C(=C1)OC)O)OC)Br)Cl (4-(2-amino-6-chloro-purin-9-ylmethyl)-3-bromo-2,6-dimethoxy-phenol). The product is BrC1=C(CN2C3=NC(=NC(=C3N=C2)Cl)N)C=C(C(=C1OC)OC)OC (9-(2-bromo-3,4,5-trimethoxy-benzyl)-6-chloro-9H-purin-2-ylamine), ClC1=C2N=CN(C2=NC(=N1)N)CC1=CC(=C(C(=C1)OC)OC)OC (6-chloro-9-(3,4,5-trimethoxy-benzyl)-9H-purin-2-ylamine). As a reaction SMILES: [NH2:1][C:2]1[N:10]=[C:9]2[C:5]([N:6]=[CH:7][N:8]2[CH2:11][C:12]2[CH:17]=[C:16]([O:18][CH3:19])[C:15]([OH:20])=[C:14]([O:21][CH3:22])[C:13]=2[Br:23])=[C:4]([Cl:24])[N:3]=1.[C:25]([O-])(=O)C>>[Br:23][C:13]1[C:14]([O:21][CH3:22])=[C:15]([O:20][CH3:25])[C:16]([O:18][CH3:19])=[CH:17][C:12]=1[CH2:11][N:8]1[CH:7]=[N:6][C:5]2[C:9]1=[N:10][C:2]([NH2:1])=[N:3][C:4]=2[Cl:24].[Cl:24][C:4]1[N:3]=[C:2]([NH2:1])[N:10]=[C:9]2[C:5]=1[N:6]=[CH:7][N:8]2[CH2:11][C:12]1[CH:17]=[C:16]([O:18][CH3:19])[C:15]([O:20][CH3:25])=[C:14]([O:21][CH3:22])[CH:13]=1. Procedure details: The title compound was obtained by O-methylation of 4-(2-amino-6-chloro-purin-9-ylmethyl)-3-bromo-2,6-dimethoxy-phenol (see previous example) according to the general procedure 2.6. The title compound could also be obtained by bromination of 6-chloro-9-(3,4,5-trimethoxy-benzyl)-9H-purin-2-ylamine (see example 48) in acetate buffer according to the general procedure 3.1. HPLC Rt: 5.742 min. 1H-NMR (CDCl3): δ 7.85 (s, 1H), 6.66 (s, 1H), 5.32 (s, 2H), 5.11 (s, 2H), 3.90 (s, 3H), 3.87 (s, 3H), 3.76 ... Starting materials: CC(=O)OC(C)=O, CC(=O)O, O, Nc1cccc(N)c1. The product is CC(=O)N(C(C)=O)c1cccc(N)c1. RXN SMILES: [CH3:13][C:14](=[O:15])[O:16][C:17](=[O:18])[CH3:19].[CH3:1][C:2]([OH:3])=[O:4].[OH2:20].[c:5]1([NH2:12])[cH:6][c:7]([NH2:11])[cH:8][cH:9][cH:10]1>>[CH3:1][C:2](=[O:4])[N:11]([c:7]1[cH:6][c:5]([NH2:12])[cH:10][cH:9][cH:8]1)[C:14]([CH3:13])=[O:15]. Reactants: C1CCOC1, CCO, CCOC(=O)C1=Cc2c(ccc(Cl)c2OCC)OC1C(F)(F)F, [Li+], [OH-], O, O. Yields the product CCOc1c(Cl)ccc2c1C=C(C(=O)O)C(C(F)(F)F)O2. Reaction SMILES: [CH2:30]1[O:31][CH2:32][CH2:33][CH2:34]1.[CH3:27][CH2:28][OH:29].[Cl:1][c:2]1[c:3]([O:21][CH2:22][CH3:23])[c:4]2[c:9]([cH:10][cH:11]1)[O:8][CH:7]([C:12]([F:13])([F:14])[F:15])[C:6]([C:16](=[O:17])[O:18][CH2:19][CH3:20])=[CH:5]2.[Li+:26].[OH-:25].[OH2:24].[OH2:35]>>[Cl:1][c:2]1[c:3]([O:21][CH2:22][CH3:23])[c:4]2[c:9]([cH:10][cH:11]1)[O:8][CH:7]([C:12]([F:13])([F:14])[F:15])[C:6]([C:16](=[O:17])[OH:18])=[CH:5]2. Reactants: CC(=O)OC1CCCC(OCc2coc(-c3ccc(F)cc3)n2)C1, O=C([O-])CCCC(=O)OC1CCCC(OCc2ccccc2)C1, OC1CCCC(OCc2ccccc2)C1, CC(=O)OC(C)=O, COCCOC, O=P([O-])([O-])[O-]. Yields the product OC1CCCC(OCc2coc(-c3ccc(F)cc3)n2)C1. RXN SMILES: [C:1](=[O:2])([CH3:3])[O:4][CH:5]1[CH2:6][CH:7]([O:11][CH2:12][c:13]2[n:14][c:15](-[c:18]3[cH:19][cH:20][c:21]([F:24])[cH:22][cH:23]3)[o:16][cH:17]2)[CH2:8][CH2:9][CH2:10]1.[C:47]([O:48][CH:49]1[CH2:50][CH2:51][CH2:52][CH:53]([O:54][CH2:55][c:56]2[cH:57][cH:58][cH:59][cH:60][cH:61]2)[CH2:62]1)(=[O:63])[CH2:64][CH2:65][CH2:66][C:67]([O-:68])=[O:69].[CH2:25]([O:26][CH:27]1[CH2:28][CH2:29][CH2:30][CH:31]([OH:32])[CH2:33]1)[c:34]1[cH:35][cH:36][cH:37][cH:38][cH:39]1.[CH3:40][C:41]([O:42][C:43](=[O:44])[CH3:45])=[O:46].[CH3:75][O:76][CH2:77][CH2:78][O:79][CH3:80].[O-:70][P:71](=[O:72])([O-:73])[O-:74]>>[OH:4][CH:5]1[CH2:6][CH:7]([O:11][CH2:12][c:13]2[n:14][c:15](-[c:18]3[cH:19][cH:20][c:21]([F:24])[cH:22][cH:23]3)[o:16][cH:17]2)[CH2:8][CH2:9][CH2:10]1.